The task is: describe an organic reaction: reactants, conditions, products, and yield. This data is from the Open Reaction Database (ORD), a public repository of structured organic reaction records. The reactants are CC1OCC(c2cc(Br)ccc2F)(C(F)F)NC1=O, S=P12SP3(=S)SP(=S)(S1)SP(=S)(S2)S3, c1ccncc1. Product: CC1OCC(c2cc(Br)ccc2F)(C(F)F)NC1=S. Reaction SMILES: [Br:1][c:2]1[cH:3][cH:4][c:5]([F:19])[c:6]([C:8]2([CH:16]([F:17])[F:18])[NH:9][C:10](=[O:15])[CH:11]([CH3:14])[O:12][CH2:13]2)[cH:7]1.[P:20]12(=[S:21])[S:22][P:23]3(=[S:33])[S:24][P:25](=[S:31])([S:26][P:27](=[S:30])([S:28]3)[S:29]1)[S:32]2.[cH:34]1[cH:35][cH:36][n:37][cH:38][cH:39]1>>[Br:1][c:2]1[cH:3][cH:4][c:5]([F:19])[c:6]([C:8]2([CH:16]([F:17])[F:18])[NH:9][C:10](=[S:21])[CH:11]([CH3:14])[O:12][CH2:13]2)[cH:7]1.